This data is from the Open Reaction Database (ORD), a public repository of structured organic reaction records. The task is: describe an organic reaction: reactants, conditions, products, and yield Run at temperature 55 celsius. RXN SMILES: C([O:3][C:4](=[O:28])[C:5]1[CH:10]=[CH:9][C:8]([N:11]([CH2:25][CH2:26][CH3:27])[C:12]2[CH:13]=[C:14]3[C:18](=[CH:19][CH:20]=2)[C:17]([CH3:22])([CH3:21])[O:16][C:15]3([CH3:24])[CH3:23])=[CH:7][CH:6]=1)C.[OH-].[Na+]>C(O)C>[CH2:25]([N:11]([C:12]1[CH:13]=[C:14]2[C:18](=[CH:19][CH:20]=1)[C:17]([CH3:22])([CH3:21])[O:16][C:15]2([CH3:23])[CH3:24])[C:8]1[CH:7]=[CH:6][C:5]([C:4]([OH:28])=[O:3])=[CH:10][CH:9]=1)[CH2:26][CH3:27] |f:1.2|. Reported procedure: A solution of 4-[n-propyl-(1,1,3,3-tetramethyl-1,3-dihydro-isobenzofuran-5-yl)-amino]-benzoic acid ethyl ester (Compound 81, 0.22 g, 0.58 mmol) in 20 mL of ethanol was treated with 2 mL of 5M sodium hydroxide solution and the resulting solution was heated at 55° C. for 2 hours. The volatiles were removed by distillation in vacuo and the residue was acidified using hydrochloric acid and extracted with ethyl acetate. The organic extract was washed with brine, dried over anhydrous sodium sulfate an... Yield: 58.5%. Run in C(C)O (ethanol). The product is C(CC)N(C1=CC=C(C(=O)O)C=C1)C=1C=C2C(OC(C2=CC1)(C)C)(C)C (4-[n-Propyl-(1,1,3,3-tetramethyl-1,3-dihydro-isobenzofuran-5-yl)-amino]-benzoic acid). Reactants: C(C)OC(C1=CC=C(C=C1)N(C=1C=C2C(OC(C2=CC1)(C)C)(C)C)CCC)=O (4-[n-propyl-(1,1,3,3-tetramethyl-1,3-dihydro-isobenzofuran-5-yl)-amino]-benzoic acid ethyl ester), C(C)OC(C1=CC=C(C=C1)N(C=1C=C2C(OC(C2=CC1)(C)C)(C)C)CCC)=O (4-[n-propyl-(1,1,3,3-tetramethyl-1,3-dihydro-isobenzofuran-5-yl)-amino]-benzoic acid ethyl ester), [OH-].[Na+] (sodium hydroxide). Reactants: Cl.CN (methylamine hydrochloride), ClSC1=C(C(=O)Cl)C=C(C(=C1)OC)OC (2-Chlorosulfenyl-4,5-dimethoxybenzoyl chloride), C(C)(=O)OCC (Ethyl acetate). The solvent is N1=CC=CC=C1 (pyridine). Conditions: time 2 day. Yields the product COC=1C(=CC2=C(C(N(S2)C)=O)C1)OC (5,6-Dimethoxy-2-methylbenzo[d]isothiazol-3-one). As a reaction SMILES: Cl[S:2][C:3]1[CH:11]=[C:10]([O:12][CH3:13])[C:9]([O:14][CH3:15])=[CH:8][C:4]=1[C:5](Cl)=[O:6].Cl.[CH3:17][NH2:18].C(OCC)(=O)C>N1C=CC=CC=1>[CH3:15][O:14][C:9]1[C:10]([O:12][CH3:13])=[CH:11][C:3]2[S:2][N:18]([CH3:17])[C:5](=[O:6])[C:4]=2[CH:8]=1 |f:1.2|. Procedure: 2-Chlorosulfenyl-4,5-dimethoxybenzoyl chloride (5.0 g) was dissolved in pyridine (30 ml) and methylamine hydrochloride (6.0 g) was added. The mixture was stirred at room temperature for 2 days. Ethyl acetate was added and the mixture was washed with 1 N HCl and water. Ethyl acetate was dried with Na2SO4 and evaporated to dryness. The crude product was purified by flash chromatography eluting with heptane-ethyl acetate (1:9). Starting materials: C(C)(C)(C)OC(=O)NCCNC(=O)C=1C=C(C=CC1)S(=O)(=O)N1[C@@H](SCC1)C(=O)O[C@@H](CC1=C(C=[N+](C=C1Cl)[O-])Cl)C1=CC(=C(C=C1)OC(F)F)OCC1CC1 (4-((S)-2-((S)-3-(3-(2-(tert-Butoxycarbonylamino)ethylcarbamoyl)phenylsulfonyl)-thiazolidine-2-carbonyloxy)-2-(3-(cyclopropylmethoxy)-4-(difluoromethoxy)phenyl)-ethyl)-3,5-dichloropyridine 1-oxide), C(C)(=O)OCC (Ethyl Acetate). Solvent: Cl (HCl). Reaction conditions: time 5 hour. Yields the product Cl.NCCNC(=O)C=1C=C(C=CC1)S(=O)(=O)N1[C@@H](SCC1)C(=O)O[C@@H](CC1=C(C=[N+](C=C1Cl)[O-])Cl)C1=CC(=C(C=C1)OC(F)F)OCC1CC1 (4-((S)-2-((S)-3-(3-(2-aminoethylcarbamoyl)phenylsulfonyl)thiazolidine-2-carbonyloxy)-2-(3-(cyclopropylmethoxy)-4-(difluoromethoxy)phenyl)ethyl)-3,5-dichloropyridine 1-oxide hydrochloride). The yield is 200.0%. As a reaction SMILES: C(OC([NH:8][CH2:9][CH2:10][NH:11][C:12]([C:14]1[CH:15]=[C:16]([S:20]([N:23]2[CH2:27][CH2:26][S:25][C@H:24]2[C:28]([O:30][C@H:31]([C:42]2[CH:47]=[CH:46][C:45]([O:48][CH:49]([F:51])[F:50])=[C:44]([O:52][CH2:53][CH:54]3[CH2:56][CH2:55]3)[CH:43]=2)[CH2:32][C:33]2[C:38]([Cl:39])=[CH:37][N+:36]([O-:40])=[CH:35][C:34]=2[Cl:41])=[O:29])(=[O:22])=[O:21])[CH:17]=[CH:18][CH:19]=1)=[O:13])=O)(C)(C)C.C(OCC)(=O)C>Cl>[ClH:39].[NH2:8][CH2:9][CH2:10][NH:11][C:12]([C:14]1[CH:15]=[C:16]([S:20]([N:23]2[CH2:27][CH2:26][S:25][C@H:24]2[C:28]([O:30][C@H:31]([C:42]2[CH:47]=[CH:46][C:45]([O:48][CH:49]([F:50])[F:51])=[C:44]([O:52][CH2:53][CH:54]3[CH2:56][CH2:55]3)[CH:43]=2)[CH2:32][C:33]2[C:38]([Cl:39])=[CH:37][N+:36]([O-:40])=[CH:35][C:34]=2[Cl:41])=[O:29])(=[O:21])=[O:22])[CH:17]=[CH:18][CH:19]=1)=[O:13] |f:3.4|. Reported procedure: 4-((S)-2-((S)-3-(3-(2-(tert-Butoxycarbonylamino)ethylcarbamoyl)phenylsulfonyl)-thiazolidine-2-carbonyloxy)-2-(3-(cyclopropylmethoxy)-4-(difluoromethoxy)phenyl)-ethyl)-3,5-dichloropyridine 1-oxide (211 mg, 0.245 mmol) was dissolved in HCl 1N in Ethyl Acetate (5 ml, 165 mmol). The reaction was stirred at room temperature for 5 hrs to achieve completion. The reaction mixture was concentrated under vacuum, and the crude product was triturated with Et2O and filtered to give the crude 4-((S)-2-((S)-3-...